This data is from the Open Reaction Database (ORD), a public repository of structured organic reaction records. The task is: describe an organic reaction: reactants, conditions, products, and yield The reactants are CN1C=CC2=CC(=CC=C12)C=1C=C(C=O)C=CC1OC (3-(1-methylindol-5-yl)-4-methoxybenzaldehyde), C[C@H](C1=CC=CC=C1)N ((R)-α-methylbenzylamine). The product is C1(=CC=CC=C1)[C@@H](C)NCC1=CC(=C(C=C1)OC)C=1C=C2C=CN(C2=CC1)C (((1R)-1-Phenylethyl){[4-methoxy-3-(1-methylindol-5-yl)phenyl]methyl}amine). RXN SMILES: [CH3:1][N:2]1[C:10]2[C:5](=[CH:6][C:7]([C:11]3[CH:12]=[C:13]([CH:16]=[CH:17][C:18]=3[O:19][CH3:20])[CH:14]=O)=[CH:8][CH:9]=2)[CH:4]=[CH:3]1.[CH3:21][C@@H:22]([NH2:29])[C:23]1[CH:28]=[CH:27][CH:26]=[CH:25][CH:24]=1>>[C:23]1([C@H:22]([NH:29][CH2:14][C:13]2[CH:16]=[CH:17][C:18]([O:19][CH3:20])=[C:11]([C:7]3[CH:6]=[C:5]4[C:10](=[CH:9][CH:8]=3)[N:2]([CH3:1])[CH:3]=[CH:4]4)[CH:12]=2)[CH3:21])[CH:28]=[CH:27][CH:26]=[CH:25][CH:24]=1. Procedure details: The title compound was prepared from 3-(1-methylindol-5-yl)-4-methoxybenzaldehyde and (R)-α-methylbenzylamine according to general procedure C.